This data is from the Open Reaction Database (ORD), a public repository of structured organic reaction records. The task is: describe an organic reaction: reactants, conditions, products, and yield Starting materials: compound, ClC1=NC=NC2=CC=C(C=C12)O (4-chloro-6-hydroxy-quinazoline), ClC1=NC=CC=C1C(F)(F)F (2-chloro-3-(trifluoromethyl)pyridine), NC1=NN(C=C1)C (3-amino-1-methyl-1H-pyrazole). Product: CN1N=C(C=C1)NC1=NC=NC2=CC=C(C=C12)OC1=NC=CC=C1C(F)(F)F (N-(1-Methyl-1H-pyrazol-3-yl)-6-{[3-(trifluoromethyl)-pyridin-2-yl]oxy}quinazolin-4-yl-amine). As a reaction SMILES: Cl[C:2]1[C:7]([C:8]([F:11])([F:10])[F:9])=[CH:6][CH:5]=[CH:4][N:3]=1.[NH2:12][C:13]1[CH:17]=[CH:16][N:15]([CH3:18])[N:14]=1.Cl[C:20]1[C:29]2[C:24](=[CH:25][CH:26]=[C:27]([OH:30])[CH:28]=2)[N:23]=[CH:22][N:21]=1>>[CH3:18][N:15]1[CH:16]=[CH:17][C:13]([NH:12][C:20]2[C:29]3[C:24](=[CH:25][CH:26]=[C:27]([O:30][C:2]4[C:7]([C:8]([F:11])([F:10])[F:9])=[CH:6][CH:5]=[CH:4][N:3]=4)[CH:28]=3)[N:23]=[CH:22][N:21]=2)=[N:14]1. Procedure: The compound of Example 123 was manufactured by the same method as in Example 95, by a similar method thereto or by a combination of such a method with a conventional method using 2-chloro-3-(trifluoromethyl)pyridine, 3-amino-1-methyl-1H-pyrazole and 4-chloro-6-hydroxy-quinazoline. Reactants: O (water), IC (iodomethane), [H-].[Na+] (sodium hydride), C1(CCCCC1)C1(CCC2(OCCO2)CC1)O (8-cyclohexyl-1,4-dioxaspiro[4.5]decan-8-ol), IC (iodomethane), [H-].[Na+] (sodium hydride). Solvent: ClCCl (dichloromethane), CN(C=O)C (N,N-dimethylformamide). Reaction SMILES: [CH:1]1([C:7]2([OH:17])[CH2:16][CH2:15][C:10]3([O:14][CH2:13][CH2:12][O:11]3)[CH2:9][CH2:8]2)[CH2:6][CH2:5][CH2:4][CH2:3][CH2:2]1.I[CH3:19].[H-].[Na+].O>CN(C)C=O.ClCCl>[CH:1]1([C:7]2([O:17][CH3:19])[CH2:16][CH2:15][C:10]3([O:14][CH2:13][CH2:12][O:11]3)[CH2:9][CH2:8]2)[CH2:2][CH2:3][CH2:4][CH2:5][CH2:6]1 |f:2.3|. Procedure: To a solution of 8-cyclohexyl-1,4-dioxaspiro[4.5]decan-8-ol (1.143 g) and iodomethane (0.59 ml) in N,N-dimethylformamide (11 ml) was added sodium hydride (60% dispersion in mineral oil) (342 mg) at 0° C. The solution was stirred for 9 hours at 0° C., during which period additional iodomethane (0.59 ml) and sodium hydride (60% dispersion in mineral oil) (344 mg) was added to the mixture. The reaction mixture was added to a mixture of water and dichloromethane. The organic layer was washed with wa... The product is C1(CCCCC1)C1(CCC2(OCCO2)CC1)OC (8-cyclohexyl-8-methoxy-1,4-dioxaspiro[4.5]decane).